This data is from the Open Reaction Database (ORD), a public repository of structured organic reaction records. The task is: describe an organic reaction: reactants, conditions, products, and yield As a reaction SMILES: [ClH:1].[CH3:2][CH:3]([NH2:16])[C:4]1[CH:9]=[CH:8][C:7]([C:10]2[CH:15]=[CH:14][CH:13]=[CH:12][CH:11]=2)=[CH:6][CH:5]=1.Cl.C[CH:19]([NH2:34])[C:20]1C=[CH:24][C:23](CCC2C=CC=CC=2)=[CH:22][CH:21]=1>>[ClH:1].[C:7]1([C:10]2[CH:11]=[CH:12][CH:13]=[CH:14][CH:15]=2)[CH:8]=[CH:9][C:4]([CH:3]([N:16]=[C:19]2[CH2:20][CH2:21][CH2:22][CH2:23][CH2:24][NH:34]2)[CH3:2])=[CH:5][CH:6]=1 |f:0.1,2.3,4.5|. Procedure details: Following essentially the same procedure described in Example IV above and substituting α-methyl-ρ-phenylbenzylamine hydrochloride for the α-methyl-ρ-phenethylbenzylamine hydrochloride above, results in the formation of 2-[α-(4-biphenylyl)ethylimino]hexahydroazepine hydrochloride having a M.P. of 245°-7° C. The product is Cl.C1(=CC=C(C=C1)C(C)N=C1NCCCCC1)C1=CC=CC=C1 (2-[α-(4-biphenylyl)ethylimino]hexahydroazepine hydrochloride). The reactants are Cl.CC(C1=CC=C(C=C1)C1=CC=CC=C1)N (α-methyl-ρ-phenylbenzylamine hydrochloride), Cl.CC(C1=CC=C(C=C1)CCC1=CC=CC=C1)N (α-methyl-ρ-phenethylbenzylamine hydrochloride). Reactants: BrC1=CC=C(C=C1)C1(CC1)C(=O)OC(C)(C)C (tert-butyl 1-(4-bromophenyl)cyclopropanecarboxylate), t-oxo-pyrrolidine, [C@@H]1([C@@H](CCCC1)N)N ((trans)-cyclohexane-1,2-diamine), C([O-])([O-])=O.[K+].[K+] (potassium carbonate), C1(=CC=CC=C1)C (toluene). The reagents and catalysts are [Cu]I (copper(I) iodide). Solvent: C(C)(=O)OCC (ethyl acetate). Reaction conditions: temperature 100 celsius. Product: O=C1N(CCC1)C1=CC=C(C=C1)C1(CC1)C(=O)OC(C)(C)C (tert-butyl 1-[4-(2-oxo-pyrrolidin-1-yl)phenyl]cyclopropanecarboxylate). Reaction SMILES: Br[C:2]1[CH:7]=[CH:6][C:5]([C:8]2([C:11]([O:13][C:14]([CH3:17])([CH3:16])[CH3:15])=[O:12])[CH2:10][CH2:9]2)=[CH:4][CH:3]=1.[C@@H:18]1(N)[CH2:23][CH2:22]CC[C@H:19]1[NH2:24].C(=O)([O-])[O-:27].[K+].[K+].C1(C)C=CC=CC=1>[Cu]I.C(OCC)(=O)C>[O:27]=[C:19]1[CH2:18][CH2:23][CH2:22][N:24]1[C:2]1[CH:7]=[CH:6][C:5]([C:8]2([C:11]([O:13][C:14]([CH3:17])([CH3:16])[CH3:15])=[O:12])[CH2:10][CH2:9]2)=[CH:4][CH:3]=1 |f:2.3.4|. Procedure: A mixture of tert-butyl 1-(4-bromophenyl)cyclopropanecarboxylate (297.2 mg, 1.0 mmol), t-oxo-pyrrolidine (1.2 mmol), copper(I) iodide (20.0 mg, 0.1 mmol), (trans)-cyclohexane-1,2-diamine (22.8 mg, 0.2 mmol) and potassium carbonate (300.0 mg, 2.17 mmol) was dearated under vacuum and then charged with nitrogen. To the mixture was added toluene (2.0 mL). The resulting mixture was heated at 100° C. for overnight. Then ethyl acetate (10 mL) was added to the mixture. The resulting mixture was filtered... The reactants are COC=1C=C(C=C(C1OCCC)[N+](=O)[O-])[C@@H]1O[C@H](CC1)C1=CC(=C(C(=C1)OC)OC)OC (trans-2-(3-Methoxy-4-propoxy-5-nitrophenyl)-5-(3,4,5-trimethoxyphenyl)-tetrahydrofuran), C([O-])([O-])=O.[K+].[K+] (potassium carbonate), C(C1=CC=CC=C1)Br (Benzyl bromide). Run in CN(C)C=O (DMF). Conditions: time 20 hour. Yields the product COC=1C=C(C=C(C1OCCC)NCC1=CC=CC=C1)[C@@H]1O[C@H](CC1)C1=CC(=C(C(=C1)OC)OC)OC (trans-2-(3-Methoxy-4-propoxy-5-benzylaminophenyl)-5-(3,4,5-trimethoxyphenyl)-tetrahydrofuran). RXN SMILES: [CH3:1][O:2][C:3]1[CH:4]=[C:5]([C@H:16]2[CH2:20][CH2:19][C@H:18]([C:21]3[CH:26]=[C:25]([O:27][CH3:28])[C:24]([O:29][CH3:30])=[C:23]([O:31][CH3:32])[CH:22]=3)[O:17]2)[CH:6]=[C:7]([N+:13]([O-])=O)[C:8]=1[O:9][CH2:10][CH2:11][CH3:12].C(=O)([O-])[O-].[K+].[K+].[CH2:39](Br)[C:40]1[CH:45]=[CH:44][CH:43]=[CH:42][CH:41]=1>CN(C=O)C>[CH3:1][O:2][C:3]1[CH:4]=[C:5]([C@H:16]2[CH2:20][CH2:19][C@H:18]([C:21]3[CH:26]=[C:25]([O:27][CH3:28])[C:24]([O:29][CH3:30])=[C:23]([O:31][CH3:32])[CH:22]=3)[O:17]2)[CH:6]=[C:7]([NH:13][CH2:39][C:40]2[CH:45]=[CH:44][CH:43]=[CH:42][CH:41]=2)[C:8]=1[O:9][CH2:10][CH2:11][CH3:12] |f:1.2.3|. Reported procedure: trans-2-(3-Methoxy-4-propoxy-5-nitrophenyl)-5-(3,4,5-trimethoxyphenyl)-tetrahydrofuran (50 mg, 0.12 mmole) and potassium carbonate (1.0 g) were suspended in 2 mL of DMF. Benzyl bromide (205.1 mg, 1.2 mmole) was added and the suspension was stirred at room temperature for 20 hours. The reaction was quenched with water and extracted with dichloromethane. The organic layer was dried over MgSO4, filtered and evaporated in vacuo to an oil that was purified by column chromatography with hexane/ethyl a... Reactants: O=C1C(=CN=C(N1)C1=C(C=CC=C1)OC(C)C)C(=O)OCC (ethyl 1,6-dihydro-6-oxo-2-(2-isopropoxyphenyl)pyrimidine-5-carboxylate), Cl (HCl). Run in [OH-].[Na+] (NaOH). The product is O=C1C(=CN=C(N1)C1=C(C=CC=C1)OC(C)C)C(=O)O (1,6-Dihydro-6-oxo-2-(2-isopropoxyphenyl)pyrimidine-5-carboxylic acid). RXN SMILES: [O:1]=[C:2]1[NH:7][C:6]([C:8]2[CH:13]=[CH:12][CH:11]=[CH:10][C:9]=2[O:14][CH:15]([CH3:17])[CH3:16])=[N:5][CH:4]=[C:3]1[C:18]([O:20]CC)=[O:19].Cl>[OH-].[Na+]>[O:1]=[C:2]1[NH:7][C:6]([C:8]2[CH:13]=[CH:12][CH:11]=[CH:10][C:9]=2[O:14][CH:15]([CH3:17])[CH3:16])=[N:5][CH:4]=[C:3]1[C:18]([OH:20])=[O:19] |f:2.3|. Procedure details: A solution of ethyl 1,6-dihydro-6-oxo-2-(2-isopropoxyphenyl)pyrimidine-5-carboxylate (3.02 g.) in 1N NaOH (25 ml.) was heated on a steam bath for 15 minutes. The solution was acidified with 1N HCl (26 ml.) to precipitate 2.7 g. of the title acid, m.p. 191°-193°. Recrystallization from methanol gave pale yellow crystals of the acid, m.p. 193°-195°. Reactants: C(CCC)OC1=NC(=C2N=C(N(C2=N1)CC1CCNCC1)OC)N (2-(butyloxy)-8-(methyloxy)-9-(4-piperidinylmethyl)-9H-purin-6-amine), ICCCC (1-iodobutane). The product is NC1=C2NC(N(C2=NC(=N1)OCCCC)CC1CCN(CC1)CCCC)=O (6-Amino-2-(butyloxy)-9-[(1-butyl-4-piperidinyl)methyl]-7,9-dihydro-8H-purin-8-one). Reaction SMILES: [CH2:1]([O:5][C:6]1[N:14]=[C:13]2[C:9]([N:10]=[C:11]([O:22]C)[N:12]2[CH2:15][CH:16]2[CH2:21][CH2:20][NH:19][CH2:18][CH2:17]2)=[C:8]([NH2:24])[N:7]=1)[CH2:2][CH2:3][CH3:4].I[CH2:26][CH2:27][CH2:28][CH3:29]>>[NH2:24][C:8]1[N:7]=[C:6]([O:5][CH2:1][CH2:2][CH2:3][CH3:4])[N:14]=[C:13]2[C:9]=1[NH:10][C:11](=[O:22])[N:12]2[CH2:15][CH:16]1[CH2:21][CH2:20][N:19]([CH2:26][CH2:27][CH2:28][CH3:29])[CH2:18][CH2:17]1. Reported procedure: Prepared similarly to Example 24 from 2-(butyloxy)-8-(methyloxy)-9-(4-piperidinylmethyl)-9H-purin-6-amine and 1-iodobutane. Reactants: C(C1=CC=CC=C1)O[C@H]1[C@@H](O[C@@H](C[C@@H]1O)CO)N1C2=CC(=C(C=C2C=2C3=C(C4=C(C12)NC=1C=C(C(=CC14)F)F)C(NC3=O)=O)F)F (12-[4-deoxy-2-O-benzyl-β-D-glucopyranosyl]-2,3,9,10-tetrafluoro-12,13-dihydro-5H-indolo-[2,3-a]pyrrolo[3,4-c]carbazole-5,7(6H)-dione), [Si](C1=CC=CC=C1)(C1=CC=CC=C1)(C(C)(C)C)Cl (tert-butyldiphenylsilyl chloride), N1C=NC=C1 (imidazole), [Si](C1=CC=CC=C1)(C1=CC=CC=C1)(C(C)(C)C)Cl (tert-butyldiphenylsilyl chloride), N1C=NC=C1 (imidazole). Run in CN(C)C=O (DMF), C(C)(=O)OCC (ethyl acetate). Conditions: time 20 hour. The product is SiO2, [Si](C1=CC=CC=C1)(C1=CC=CC=C1)(C(C)(C)C)OC[C@@H]1C[C@@H]([C@H]([C@@H](O1)N1C2=CC(=C(C=C2C=2C3=C(C4=C(C12)NC=1C=C(C(=CC14)F)F)C(NC3=O)=O)F)F)OCC3=CC=CC=C3)O (12-[4-deoxy-6-O-(tert-butyldiphenylsilyl)-2-O-benzyl-β-D-glucopyranosyl]-2,3,9,10-tetrafluoro-12,13-dihydro-5H-indolo[2,3-a]pyrrolo [3,4-c]carbazole-5,7(6H)-dione). Isolated yield 68.8%. Reaction SMILES: [CH2:1]([O:8][C@@H:9]1[C@@H:14]([OH:15])[CH2:13][C@@H:12]([CH2:16][OH:17])[O:11][C@H:10]1[N:18]1[C:30]2[C:29]3[NH:31][C:32]4[CH:33]=[C:34]([F:39])[C:35]([F:38])=[CH:36][C:37]=4[C:28]=3[C:27]3[C:40](=[O:44])[NH:41][C:42](=[O:43])[C:26]=3[C:25]=2[C:24]2[C:19]1=[CH:20][C:21]([F:46])=[C:22]([F:45])[CH:23]=2)[C:2]1[CH:7]=[CH:6][CH:5]=[CH:4][CH:3]=1.[Si:47](Cl)([C:60]([CH3:63])([CH3:62])[CH3:61])([C:54]1[CH:59]=[CH:58][CH:57]=[CH:56][CH:55]=1)[C:48]1[CH:53]=[CH:52][CH:51]=[CH:50][CH:49]=1.N1C=CN=C1>CN(C=O)C.C(OCC)(=O)C>[Si:47]([O:17][CH2:16][C@H:12]1[O:11][C@@H:10]([N:18]2[C:30]3[C:29]4[NH:31][C:32]5[CH:33]=[C:34]([F:39])[C:35]([F:38])=[CH:36][C:37]=5[C:28]=4[C:27]4[C:40](=[O:44])[NH:41][C:42](=[O:43])[C:26]=4[C:25]=3[C:24]3[C:19]2=[CH:20][C:21]([F:46])=[C:22]([F:45])[CH:23]=3)[C@H:9]([O:8][CH2:1][C:2]2[CH:3]=[CH:4][CH:5]=[CH:6][CH:7]=2)[C@@H:14]([OH:15])[CH2:13]1)([C:60]([CH3:63])([CH3:62])[CH3:61])([C:54]1[CH:55]=[CH:56][CH:57]=[CH:58][CH:59]=1)[C:48]1[CH:53]=[CH:52][CH:51]=[CH:50][CH:49]=1. Reported procedure: To a solution of 12-[4-deoxy-2-O-benzyl-β-D-glucopyranosyl]-2,3,9,10-tetrafluoro-12,13-dihydro-5H-indolo-[2,3-a]pyrrolo[3,4-c]carbazole-5,7(6H)-dione (0.500 g, 0.79 mmol) in 6 mL of dry DMF, at 5° C. under Ar, was added tert-butyldiphenylsilyl chloride (0.205 mL, 0.79 mmol) and imidazole (0.161 g, 2.37 mmol). After stirring this mixture at room temperature for 20 h it was re-cooled at 5° C. and more tert-butyldiphenylsilyl chloride (0.205 mL, 0.79 mmol) and imidazole (0.161 g, 2.37 mmol) were ad... Starting materials: ClC=1C=C(OC2CCN(CC2)CCC2OC2)C=CC1Cl (4-(3,4-dichlorophenoxy)-1-(2-oxiran-2-ylethyl)piperidine), N (ammonia). The solvent is CO (methanol). Product: NCC(CCN1CCC(CC1)OC1=CC(=C(C=C1)Cl)Cl)O (1-amino-4-[4-(3,4-dichlorophenoxy)piperidin-1-yl]butan-2-ol). RXN SMILES: [Cl:1][C:2]1[CH:3]=[C:4]([CH:17]=[CH:18][C:19]=1[Cl:20])[O:5][CH:6]1[CH2:11][CH2:10][N:9]([CH2:12][CH2:13][CH:14]2[CH2:16][O:15]2)[CH2:8][CH2:7]1.[NH3:21]>CO>[NH2:21][CH2:16][CH:14]([OH:15])[CH2:13][CH2:12][N:9]1[CH2:10][CH2:11][CH:6]([O:5][C:4]2[CH:17]=[CH:18][C:19]([Cl:20])=[C:2]([Cl:1])[CH:3]=2)[CH2:7][CH2:8]1. Procedure details: In a sealed metal tube, a solution of 4-(3,4-dichlorophenoxy)-1-(2-oxiran-2-ylethyl)piperidine (1.00 g) in 7N ammonia in methanol (25 ml) was heated at 70° C. for 12 h. The solvent was removed under vacuum and the residue purified on silicagel (0 to 10% 7N ammonia in methanol/dichloromethane) to afford the title compound as a yellow oil (0.55 g). The reactants are CCN1CCN(Cc2ccc(N)nc2)CC1, CCOC(=O)c1ccc(-c2cc(OC)cc(OC)c2)c2nccnc12, C[Al](C)C, Cc1ccccc1, O. Product: CCN1CCN(Cc2ccc(NC(=O)c3ccc(-c4cc(OC)cc(OC)c4)c4nccnc34)nc2)CC1. As a reaction SMILES: [CH2:30]([CH3:31])[N:32]1[CH2:33][CH2:34][N:35]([CH2:38][c:39]2[cH:40][cH:41][c:42]([NH2:45])[n:43][cH:44]2)[CH2:36][CH2:37]1.[CH2:5]([O:7][C:8](=[O:6])[c:10]1[c:11]2[n:12][cH:13][cH:14][n:15][c:16]2[c:17](-[c:20]2[cH:21][c:22]([O:28][CH3:29])[cH:23][c:24]([O:26][CH3:27])[cH:25]2)[cH:18][cH:19]1)[CH3:9].[CH3:1][Al:2]([CH3:3])[CH3:4].[CH3:47][c:48]1[cH:49][cH:50][cH:51][cH:52][cH:53]1.[OH2:46]>>[O:7]=[C:8]([c:10]1[c:11]2[n:12][cH:13][cH:14][n:15][c:16]2[c:17](-[c:20]2[cH:21][c:22]([O:28][CH3:29])[cH:23][c:24]([O:26][CH3:27])[cH:25]2)[cH:18][cH:19]1)[NH:45][c:42]1[cH:41][cH:40][c:39]([CH2:38][N:35]2[CH2:34][CH2:33][N:32]([CH2:30][CH3:31])[CH2:37][CH2:36]2)[cH:44][n:43]1. The reactants are C1(C=2C(C(=O)O1)=CC=CC2)=O (phthalic anhydride), C(CCCCCCCCCCCCCCCCC)NCCCCCCCCCCCCCCCCCC (dioctadecyl amine). Yields the product C(CCCCCCCCCCCCCCCCC)[NH2+]CCCCCCCCCCCCCCCCCC.C(CCCCCCCCCCCCCCCCC)N(C(C=1C(C(=O)[O-])=CC=CC1)=O)CCCCCCCCCCCCCCCCCC (N,N-dioctadecyl phthalamic acid dioctadecyl ammonium salt). Reaction SMILES: [C:1]1(=[O:11])[O:6][C:4](=[O:5])[C:3]2=[CH:7][CH:8]=[CH:9][CH:10]=[C:2]12.[CH2:12]([NH:30][CH2:31][CH2:32][CH2:33][CH2:34][CH2:35][CH2:36][CH2:37][CH2:38][CH2:39][CH2:40][CH2:41][CH2:42][CH2:43][CH2:44][CH2:45][CH2:46][CH2:47][CH3:48])[CH2:13][CH2:14][CH2:15][CH2:16][CH2:17][CH2:18][CH2:19][CH2:20][CH2:21][CH2:22][CH2:23][CH2:24][CH2:25][CH2:26][CH2:27][CH2:28][CH3:29]>>[CH2:31]([NH2+:30][CH2:12][CH2:13][CH2:14][CH2:15][CH2:16][CH2:17][CH2:18][CH2:19][CH2:20][CH2:21][CH2:22][CH2:23][CH2:24][CH2:25][CH2:26][CH2:27][CH2:28][CH3:29])[CH2:32][CH2:33][CH2:34][CH2:35][CH2:36][CH2:37][CH2:38][CH2:39][CH2:40][CH2:41][CH2:42][CH2:43][CH2:44][CH2:45][CH2:46][CH2:47][CH3:48].[CH2:31]([N:30]([CH2:12][CH2:13][CH2:14][CH2:15][CH2:16][CH2:17][CH2:18][CH2:19][CH2:20][CH2:21][CH2:22][CH2:23][CH2:24][CH2:25][CH2:26][CH2:27][CH2:28][CH3:29])[C:4](=[O:5])[C:3]1[C:2](=[CH:10][CH:9]=[CH:8][CH:7]=1)[C:1]([O-:6])=[O:11])[CH2:32][CH2:33][CH2:34][CH2:35][CH2:36][CH2:37][CH2:38][CH2:39][CH2:40][CH2:41][CH2:42][CH2:43][CH2:44][CH2:45][CH2:46][CH2:47][CH3:48] |f:2.3|. Procedure details: Reaction of phthalic anhydride and dioctadecyl amine to form N,N-dioctadecyl phthalamic acid dioctadecyl ammonium salt.